The task is: describe an organic reaction: reactants, conditions, products, and yield. This data is from the Open Reaction Database (ORD), a public repository of structured organic reaction records. Product: COc1ccc(C(=O)CCC(=O)O)cc1C. Starting materials: [Al+3], COc1ccccc1C, [Cl-], [Cl-], [Cl-], ClCCl, Cl, O=C1CCC(=O)O1, O. RXN SMILES: [Al+3:9].[CH3:12][c:13]1[c:14]([O:19][CH3:20])[cH:15][cH:16][cH:17][cH:18]1.[Cl-:10].[Cl-:11].[Cl-:8].[Cl:23][CH2:24][Cl:25].[ClH:21].[O:1]=[C:2]1[CH2:3][CH2:4][C:5](=[O:6])[O:7]1.[OH2:22]>>[O:1]=[C:2]([CH2:3][CH2:4][C:5](=[O:6])[OH:7])[c:17]1[cH:16][cH:15][c:14]([O:19][CH3:20])[c:13]([CH3:12])[cH:18]1. Reactants: CC1(C(NC(N1)=O)=O)C1=CC=CC2=CC=CC=C12 (5-methyl-5-naphthalen-1-yl-imidazolidin-2,4-dione), C1(=CC=CC=C1)C(N1C=NC(=C1)CCCO)(C1=CC=CC=C1)C1=CC=CC=C1 (3-(1-triphenylmethyl-imidazol-4-yl)-propanol), C1(=CC=CC=C1)P(C1=CC=CC=C1)C1=CC=CC=C1 (triphenylphosphine), diethylazodicarboxylate[DEAD]. Run in O1CCCC1 (tetrahydrofuran). Run at time 24 hour. Product: C1(=CC=CC=C1)C(N1C=NC(=C1)CCCN1C(NC(C1=O)(C1=CC=CC2=CC=CC=C12)C)=O)(C1=CC=CC=C1)C1=CC=CC=C1 (3-[3-(1-triphenylmethyl-imidazol-4-yl)-propyl]-5-methyl-5-naphthalen-1-yl-imidazolidin-2,4-dione). Isolated yield 79.2%. As a reaction SMILES: [CH3:1][C:2]1([C:9]2[C:18]3[C:13](=[CH:14][CH:15]=[CH:16][CH:17]=3)[CH:12]=[CH:11][CH:10]=2)[NH:6][C:5](=[O:7])[NH:4][C:3]1=[O:8].[C:19]1([C:25]([C:41]2[CH:46]=[CH:45][CH:44]=[CH:43][CH:42]=2)([C:35]2[CH:40]=[CH:39][CH:38]=[CH:37][CH:36]=2)[N:26]2[CH:30]=[C:29]([CH2:31][CH2:32][CH2:33]O)[N:28]=[CH:27]2)[CH:24]=[CH:23][CH:22]=[CH:21][CH:20]=1.C1(P(C2C=CC=CC=2)C2C=CC=CC=2)C=CC=CC=1>O1CCCC1>[C:41]1([C:25]([C:19]2[CH:20]=[CH:21][CH:22]=[CH:23][CH:24]=2)([C:35]2[CH:36]=[CH:37][CH:38]=[CH:39][CH:40]=2)[N:26]2[CH:30]=[C:29]([CH2:31][CH2:32][CH2:33][N:4]3[C:3](=[O:8])[C:2]([CH3:1])([C:9]4[C:18]5[C:13](=[CH:14][CH:15]=[CH:16][CH:17]=5)[CH:12]=[CH:11][CH:10]=4)[NH:6][C:5]3=[O:7])[N:28]=[CH:27]2)[CH:46]=[CH:45][CH:44]=[CH:43][CH:42]=1. Reported procedure: 0.60 g(2.5 mmol) of 5-methyl-5-naphthalen-1-yl-imidazolidin-2,4-dione prepared in Preparation 1, 1.02 g(2.76 mmol) of 3-(1-triphenylmethyl-imidazol-4-yl)-propanol and 0.87 g(3.3 mmol) of triphenylphosphine (Ph3P) were dissolved in 50 ml of tetrahydrofuran. 0.52 ml(3.3 mmol) of diethylazodicarboxylate[DEAD] was added thereto and the resulting solution was stirred for 24 hours. Tetrahydrofuran was removed under reduced pressure and the residue was subjected to chromatography using ethyl acetate th... The reactants are Cl.CNO (N-methylhydroxylamine hydrochloride), C([O-])([O-])=O.[K+].[K+] (potassium carbonate), C([O-])([O-])=O.[K+].[K+] (potassium carbonate), BrC(C(=O)Cl)C(C)Br (2, 3-dibromobutyryl chloride). The reagents and catalysts are S(=O)(=O)(O)[O-].C(CCC)[N+](CCCC)(CCCC)CCCC (tetrabutylammonium hydrogen sulfate). Run in C(Cl)Cl (methylene chloride). The product is BrC1C(N(OC1C)C)=O (4-bromo-2,5-dimethyl-3-isoxazolidinone). Yield: 57.3%. Reaction SMILES: Cl.[CH3:2][NH:3][OH:4].C(=O)([O-])[O-].[K+].[K+].[Br:11][CH:12]([CH:16](Br)[CH3:17])[C:13](Cl)=[O:14]>S([O-])(O)(=O)=O.C([N+](CCCC)(CCCC)CCCC)CCC.C(Cl)Cl>[Br:11][CH:12]1[CH:16]([CH3:17])[O:4][N:3]([CH3:2])[C:13]1=[O:14] |f:0.1,2.3.4,6.7|. Reported procedure: To a stirred mixture of 12.5 g (150 mmol) of N-methylhydroxylamine hydrochloride, 20.7 g (150 mmol) of potassium carbonate and 4.1 g (15 mmol) of tetrabutylammonium hydrogen sulfate in 250 ml of methylene chloride, there was added 2, 3-dibromobutyryl chloride (42 g,150 mmol) followed by the addition of 41.4 g (300 mmol) of potassium carbonate. After three days the mixture was filtered, the filtrate was concentrated and the concentrate was chromatographed on silica gel with 40% ethyl acetate-hexa... The reactants are Oc1ccc(Br)cc1Cc1ccc(F)cc1, COCOc1ccc(Cc2c(C)cc(C(=O)OC)cc2C)cc1Cc1ccc(F)cc1, CO. The product is Oc1ccccc1Cc1ccc(F)cc1. Reaction SMILES: [Br:1][c:2]1[cH:3][c:4]([CH2:9][c:10]2[cH:11][cH:12][c:13]([F:16])[cH:14][cH:15]2)[c:5]([OH:8])[cH:6][cH:7]1.[CH3:17][c:18]1[cH:19][c:20]([C:44]([O:45][CH3:46])=[O:47])[cH:21][c:22]([CH3:23])[c:24]1[CH2:25][c:26]1[cH:27][cH:28][c:29]([O:30][CH2:31][O:32][CH3:33])[c:34]([CH2:35][c:36]2[cH:37][cH:38][c:39]([F:40])[cH:41][cH:42]2)[cH:43]1.[CH3:48][OH:49]>>[cH:2]1[cH:3][c:4]([CH2:9][c:10]2[cH:11][cH:12][c:13]([F:16])[cH:14][cH:15]2)[c:5]([OH:8])[cH:6][cH:7]1. Starting materials: N1(CCCC1)CC#C[C@@H]1N(CCC1)C(=O)OC(C)(C)C ((R)-2-[3-(1- pyrrolidinyl)-1-propynyl]-1-pyrrolidinecarboxylic acid, 1,1-dimethylethyl ester), C(C)O (ethanol), Cl (hydrochloric acid). Solvent: CO (methanol). Run at temperature 80 celsius. Product: Cl.Cl.N1[C@H](CCC1)C#CCN1CCCC1 ((R)-1-[3-(2-Pyrrolidinyl)-2-propynyl] pyrrolidine, dihydrochloride). RXN SMILES: [N:1]1([CH2:6][C:7]#[C:8][C@H:9]2[CH2:13][CH2:12][CH2:11][N:10]2C(OC(C)(C)C)=O)[CH2:5][CH2:4][CH2:3][CH2:2]1.C(O)C.[ClH:24]>CO>[ClH:24].[ClH:24].[NH:10]1[CH2:11][CH2:12][CH2:13][C@@H:9]1[C:8]#[C:7][CH2:6][N:1]1[CH2:5][CH2:4][CH2:3][CH2:2]1 |f:4.5.6|. Reported procedure: A mixture of 7.0 g of (R)-2-[3-(1- pyrrolidinyl)-1-propynyl]-1-pyrrolidinecarboxylic acid, 1,1-dimethylethyl ester, 61 ml of ethanol and 61 ml of 2N hydrochloric acid is heated at 80° C. for one hour. The reaction is concentrated in vacuo and the residue is extracted with methylene chloride. The aqueous layer is concentrated in vacuo, made basic with 10N sodium hydroxide and extracted with methylene chloride. The methylene chloride solution is dried over sodium sulfate, filtered and concentrated... Solvent: CC(=O)O (HOAc). As a reaction SMILES: [O:1]1[CH:5]=[CH:4][CH:3]=[C:2]1[CH2:6][CH2:7][CH2:8][CH2:9][CH2:10][O:11][C:12]1[C:21]([O:22][CH3:23])=[CH:20][C:19]([N+:24]([O-])=O)=[C:18]2[C:13]=1[C:14]([CH3:27])=[CH:15][CH:16]=[N:17]2.O(CCCC)CCCC.O>[Fe].CC(O)=O>[NH2:24][C:19]1[CH:20]=[C:21]([O:22][CH3:23])[C:12]([O:11][CH2:10][CH2:9][CH2:8][CH2:7][CH2:6][C:2]2[O:1][CH:5]=[CH:4][CH:3]=2)=[C:13]2[C:18]=1[N:17]=[CH:16][CH:15]=[C:14]2[CH3:27]. The product is NC=1C=C(C(=C2C(=CC=NC12)C)OCCCCCC=1OC=CC1)OC (8-amino-5-[5-(2-furyl) pentoxy]-6-methoxy-4-methylquinoline), crude greenish-yellow solid. Procedure details: A mechanically stirred mixture of 5-[5-(2-furyl)pentoxy]-6-methoxy-4-methyl-8-nitroquinoline (2.20 g, 0.0059 mol), Fe-filings (3.0 g), Bu2O (8 ml), H2O (30 ml) and HOAc (0.5 ml) was heated at 95°-100° C. for 2 h, allowed to cool and filtered. The residue was washed with Et2O (100 ml) and the filtrate and the washings were combined. The organic layer was separated and the aqueous layer was extracted with Et2O (2×50 ml). The combined organic layers were washed with saturated NaCl solution (1×50 ml... Reactants: O1C(=CC=C1)CCCCCOC1=C2C(=CC=NC2=C(C=C1OC)[N+](=O)[O-])C (5-[5-(2-furyl)pentoxy]-6-methoxy-4-methyl-8-nitroquinoline), O(CCCC)CCCC (Bu2O), O (H2O). The reagents and catalysts are [Fe] (Fe). The yield is 65.0%.